From a dataset of the Open Reaction Database (ORD), a public repository of structured organic reaction records. describe an organic reaction: reactants, conditions, products, and yield Starting materials: O1CCN(CC1)C(C)O (morpholinoethanol), C[O-].[Na+] (sodium methoxide), COC1=CC=C(C=C1)O (p-methoxyphenol), resin, C(C(=C)C)(=O)OC (methyl methacrylate). The product is C(C(=C)C)(=O)OCCN1CCOCC1 (Morpholinoethyl Methacrylate). As a reaction SMILES: [O:1]1[CH2:6][CH2:5][N:4]([CH:7](O)[CH3:8])[CH2:3][CH2:2]1.C[O-].[Na+].COC1C=CC(O)=CC=1.[C:22]([O:27]C)(=[O:26])[C:23]([CH3:25])=[CH2:24]>>[C:22]([O:27][CH2:8][CH2:7][N:4]1[CH2:5][CH2:6][O:1][CH2:2][CH2:3]1)(=[O:26])[C:23]([CH3:25])=[CH2:24] |f:1.2|. Procedure details: A 1000 ml resin kettle was equipped with a still head, air bubbler, and thermometer. The kettle was placed in a regulated water bath, set at 80°. 750 ml methyl methacrylate was added to the kettle followed by a solution containing 250 g morpholinoethanol, 5.0 g sodium methoxide and 0.5 g p-methoxyphenol. During the 120 minute reaction time, air was bubbled slowly through the vigorously stirred solution. After 30 and 60 minutes, 5.0 g sodium methoxide was added. At the end of the reaction time, t... The reactants are S1(NC2=C3C1=CC=CC3=CC=C2)(=O)=O (naphtho[1,8-cd]isothiazole 1,1-dioxide), [H-].[Na+] (sodium hydride), BrCCC(C)N1CCN(CC1)C1=CC=C(C=C1)F (1-(4-bromo-2-butyl)-4-(4-fluorophenyl)piperazine). The solvent is CN(C=O)C (dimethylformamide), CN(C=O)C (dimethylformamide), CN(C=O)C (dimethylformamide). Conditions: temperature 20 celsius, time 2 hour. The product is FC1=CC=C(C=C1)N1CCN(CC1)C(CCN1S(C=2C3=C1C=CC=C3C=CC2)(=O)=O)C (2-{3-[4-(4-fluorophenyl)-1-piperazinyl]butyl}naphtho[1,8-cd]isothiazole 1,1-dioxide). Isolated yield 25.9%. Reaction SMILES: [S:1]1(=[O:14])(=[O:13])[C:5]2=[CH:6][CH:7]=[CH:8][C:9]3=[CH:10][CH:11]=[CH:12][C:3](=[C:4]23)[NH:2]1.[H-].[Na+].Br[CH2:18][CH2:19][CH:20]([N:22]1[CH2:27][CH2:26][N:25]([C:28]2[CH:33]=[CH:32][C:31]([F:34])=[CH:30][CH:29]=2)[CH2:24][CH2:23]1)[CH3:21]>CN(C)C=O>[F:34][C:31]1[CH:30]=[CH:29][C:28]([N:25]2[CH2:24][CH2:23][N:22]([CH:20]([CH3:21])[CH2:19][CH2:18][N:2]3[C:3]4[CH:12]=[CH:11][CH:10]=[C:9]5[CH:8]=[CH:7][CH:6]=[C:5]([C:4]=45)[S:1]3(=[O:13])=[O:14])[CH2:27][CH2:26]2)=[CH:33][CH:32]=1 |f:1.2|. Procedure: A solution of naphtho[1,8-cd]isothiazole 1,1-dioxide (3.25 g) in dimethylformamide (50 cc) is poured over 30 minutes into a mixture of sodium hydride (0.76 g) in a 50% dispersion in vaseline oil and dimethylformamide (10 cc), under a current of argon. The reaction medium is stirred for 2 hours at a temperature of about 20° C. 1-(4-bromo-2-butyl)-4-(4-fluorophenyl)piperazine (5 g) in dimethylformamide (100 cc) is added over 10 minutes. The reaction mixture is stirred for 15 hours at a temperature...